Dataset: the Open Reaction Database (ORD), a public repository of structured organic reaction records. Task: describe an organic reaction: reactants, conditions, products, and yield The reactants are CC(C)(C)OC(=O)N1CCC(Nc2ccc(F)c(C#N)c2)CC1, N#Cc1cccc(NC2CCNCC2)c1. Product: N#Cc1cc(NC2CCNCC2)ccc1F. RXN SMILES: [C:1](#[N:2])[c:3]1[cH:4][c:5]([NH:10][CH:11]2[CH2:12][CH2:13][N:14]([C:17]([O:18][C:19]([CH3:20])([CH3:21])[CH3:22])=[O:23])[CH2:15][CH2:16]2)[cH:6][cH:7][c:8]1[F:9].[NH:24]1[CH2:25][CH2:26][CH:27]([NH:28][c:29]2[cH:30][c:31]([C:35]#[N:36])[cH:32][cH:33][cH:34]2)[CH2:37][CH2:38]1>>[C:1](#[N:2])[c:3]1[cH:4][c:5]([NH:10][CH:11]2[CH2:12][CH2:13][NH:14][CH2:15][CH2:16]2)[cH:6][cH:7][c:8]1[F:9]. Starting materials: ClC1=C(C(=O)O)C=CC(=N1)Cl (2,6-dichloronicotinic acid), [OH-].[Na+] (NaOH), Cl (HCl). Conditions: temperature 129 celsius. Yields the product ClC=1NC(C=CC1C(=O)O)=O (2-chloro-6-oxo-1,6-dihydropyridine-3-carboxylic acid). Yield: 88.0%. Reaction SMILES: [Cl:1][C:2]1[N:10]=[C:9](Cl)[CH:8]=[CH:7][C:3]=1[C:4]([OH:6])=[O:5].[OH-:12].[Na+].Cl>>[Cl:1][C:2]1[NH:10][C:9](=[O:12])[CH:8]=[CH:7][C:3]=1[C:4]([OH:6])=[O:5] |f:1.2|. Procedure: A 500-mL round-bottom flask was charged with 2,6-dichloronicotinic acid (25.0 g, 130 mmol), NaOH solution (325 mL, 2N) and the solution was refluxed at 129° C. for 4 hours. The reaction mixture was cooled to room temperature and acidified with a 6N aq. HCl solution. The resulting precipitate was filtered and dried under reduced pressure yielding to the desired product (19.87 g, 88%). Starting materials: CCOC(C)=O, CCO, Cl, CCCOc1ccc(F)c2c(=O)c(-c3ccc(OC)cc3)cn(CC(=O)NC3CCN(C(=O)OC(C)(C)C)CC3)c12. Yields the product CCCOc1ccc(F)c2c(=O)c(-c3ccc(OC)cc3)cn(CC(=O)NC3CCNCC3)c12. Reaction SMILES: [C:1]([O:2][CH2:3][CH3:4])(=[O:5])[CH3:6].[CH3:49][CH2:50][OH:51].[ClH:7].[F:8][c:9]1[c:10]2[c:11](=[O:48])[c:12](-[c:40]3[cH:41][cH:42][c:43]([O:46][CH3:47])[cH:44][cH:45]3)[cH:13][n:14]([CH2:23][C:24](=[O:25])[NH:26][CH:27]3[CH2:28][CH2:29][N:30]([C:33]([O:34][C:35]([CH3:36])([CH3:37])[CH3:38])=[O:39])[CH2:31][CH2:32]3)[c:15]2[c:16]([O:19][CH2:20][CH2:21][CH3:22])[cH:17][cH:18]1>>[F:8][c:9]1[c:10]2[c:11](=[O:48])[c:12](-[c:40]3[cH:41][cH:42][c:43]([O:46][CH3:47])[cH:44][cH:45]3)[cH:13][n:14]([CH2:23][C:24](=[O:25])[NH:26][CH:27]3[CH2:28][CH2:29][NH:30][CH2:31][CH2:32]3)[c:15]2[c:16]([O:19][CH2:20][CH2:21][CH3:22])[cH:17][cH:18]1. RXN SMILES: [C:26]([O:27][BH-:28]([O:29][C:30](=[O:31])[CH3:32])[O:33][C:34](=[O:35])[CH3:36])(=[O:37])[CH3:38].[C:40](=[O:41])([OH:42])[O-:43].[CH3:1][O:2][c:3]1[c:4]([CH:9]=[O:10])[n:5][cH:6][cH:7][n:8]1.[CH3:49][C:50](=[O:51])[OH:52].[CH3:53][CH2:54][O:55][C:56](=[O:57])[CH3:58].[Cl:45][CH2:46][CH2:47][Cl:48].[F:11][c:12]1[c:13]([CH:18]=[CH:19][CH:20]2[CH2:21][CH2:22][NH:23][CH2:24][CH2:25]2)[cH:14][cH:15][cH:16][cH:17]1.[Na+:39].[Na+:44]>>[CH3:1][O:2][c:3]1[c:4]([CH2:9][N:23]2[CH2:22][CH2:21][CH:20]([CH:19]=[CH:18][c:13]3[c:12]([F:11])[cH:17][cH:16][cH:15][cH:14]3)[CH2:25][CH2:24]2)[n:5][cH:6][cH:7][n:8]1. Yields the product COc1nccnc1CN1CCC(C=Cc2ccccc2F)CC1. The reactants are CC(=O)O[BH-](OC(C)=O)OC(C)=O, O=C([O-])O, COc1nccnc1C=O, CC(=O)O, CCOC(C)=O, ClCCCl, Fc1ccccc1C=CC1CCNCC1, [Na+], [Na+].